This data is from the Open Reaction Database (ORD), a public repository of structured organic reaction records. The task is: describe an organic reaction: reactants, conditions, products, and yield Reactants: ClC=1C=C2C(=NC1)N(C=C2C2=NC=C(C(=N2)N[C@@H]2CC(CCC2)=O)F)S(=O)(=O)C2=CC=C(C=C2)C ((3S)-3-[[2-[5-chloro-1-(p-tolylsulfonyl)pyrrolo[2,3-b]pyridin-3-yl]-5-fluoro-pyrimidin-4-yl]amino]cyclohexanone), Cl.NO (hydroxylamine hydrochloride). Run in CCO (EtOH). Run at time 8 hour. Yields the product ClC=1C=C2C(=NC1)N(C=C2C2=NC=C(C(=N2)NC2C(CCCC2)=NO)F)S(=O)(=O)C2=CC=C(C)C=C2 ((2-(5-chloro-1-tosyl-1H-pyrrolo[2,3-b]pyridin-3-yl)-5-fluoro-pyrimidin-4-ylamino)cyclohexanone oxime). Reaction SMILES: [Cl:1][C:2]1[CH:3]=[C:4]2[C:10]([C:11]3[N:16]=[C:15]([NH:17][C@H:18]4[CH2:23][CH2:22][CH2:21][C:20](=O)[CH2:19]4)[C:14]([F:25])=[CH:13][N:12]=3)=[CH:9][N:8]([S:26]([C:29]3[CH:34]=[CH:33][C:32]([CH3:35])=[CH:31][CH:30]=3)(=[O:28])=[O:27])[C:5]2=[N:6][CH:7]=1.Cl.[NH2:37][OH:38]>CCO>[Cl:1][C:2]1[CH:3]=[C:4]2[C:10]([C:11]3[N:16]=[C:15]([NH:17][CH:18]4[CH2:23][CH2:22][CH2:21][CH2:20][C:19]4=[N:37][OH:38])[C:14]([F:25])=[CH:13][N:12]=3)=[CH:9][N:8]([S:26]([C:29]3[CH:34]=[CH:33][C:32]([CH3:35])=[CH:31][CH:30]=3)(=[O:28])=[O:27])[C:5]2=[N:6][CH:7]=1 |f:1.2|. Procedure details: To solution of (3S)-3-[[2-[5-chloro-1-(p-tolylsulfonyl)pyrrolo[2,3-b]pyridin-3-yl]-5-fluoro-pyrimidin-4-yl]amino]cyclohexanone (0.41 g, 0.81 mmol) in EtOH (8.2 mL) was added hydroxylamine hydrochloride (0.11 g, 1.61 mmol). The reaction mixture was stirred at room temperature overnight. Then the mixture was warmed to 70° C. for 15 min. The reaction mixture was concentrated in vacuo, suspended in EtOAc-DCM, washed with half saturated brine (2×) and filtered through a SiO2 plug. The resulting resid... Reactants: O.NN (hydrazine hydrate), C(#N)C(C(=O)N)=C(SC)SC (2-cyano-3,3-bis(methylthio)acrylamide), amide, NC1=CC=C(C(=O)N)C=C1 (4-Aminobenzamide). The solvent is CCO (EtOH). Reaction conditions: temperature 75 celsius. The product is NC1=C(C(=NN1)NC1=CC=C(C=C1)C(N)=O)C(=O)N (5-amino-3-((4-carbamoylphenyl)amino)-1H-pyrazole-4-carboxamide). As a reaction SMILES: [C:1]([C:3](=[C:7](SC)SC)[C:4]([NH2:6])=[O:5])#[N:2].[NH2:12][C:13]1[CH:21]=[CH:20][C:16]([C:17]([NH2:19])=[O:18])=[CH:15][CH:14]=1.O.[NH2:23][NH2:24]>CCO>[NH2:2][C:1]1[NH:24][N:23]=[C:7]([NH:12][C:13]2[CH:21]=[CH:20][C:16]([C:17](=[O:18])[NH2:19])=[CH:15][CH:14]=2)[C:3]=1[C:4]([NH2:6])=[O:5] |f:2.3|. Reported procedure: Dissolved 0.500 g 2-cyano-3,3-bis(methylthio)acrylamide in 15 mL EtOH and added 4-Aminobenzamide (1.0 eq.). Stirred reaction at 75° C. until starting amide was absent by HPLC. Once complete (18 hrs), reaction was brought to room temperature and filtered to obtain a light yellow powder as product. Product was allowed to dry under vacuum for 1 hr. Product was then suspended in 10 mL EtOH and hydrazine hydrate (1 eq.) was added dropwise. Reaction was heated at 75° C. until intermediate was absent (... The reactants are CC(CCN1CCOCC1)(C)C1=CC=C(C=C1)[N+](=O)[O-] (4-[3-methyl-3-(4-nitro-phenyl)-butyl]-morpholine), CC(=O)O (AcOH). The reagents and catalysts are [Zn] (zinc). The solvent is C1CCOC1 (THF). Reaction conditions: time 1 hour. Yields the product CC(CCN1CCOCC1)(C)C1=CC=C(C=C1)N (4-(1,1-dimethyl-3-morpholin-4-ylpropyl)phenylamine). Reaction SMILES: [CH3:1][C:2]([C:12]1[CH:17]=[CH:16][C:15]([N+:18]([O-])=O)=[CH:14][CH:13]=1)([CH3:11])[CH2:3][CH2:4][N:5]1[CH2:10][CH2:9][O:8][CH2:7][CH2:6]1.CC(O)=O>C1COCC1.[Zn]>[CH3:11][C:2]([C:12]1[CH:13]=[CH:14][C:15]([NH2:18])=[CH:16][CH:17]=1)([CH3:1])[CH2:3][CH2:4][N:5]1[CH2:6][CH2:7][O:8][CH2:9][CH2:10]1. Procedure details: To a solution of 4-[3-methyl-3-(4-nitro-phenyl)-butyl]-morpholine (0.50 g, 1.8 mmol, Step E) in THF (40 mL) was added AcOH (1.97 mmol, 34.5 mmol) followed by zinc (9.1 g, 137 mmol). The mixture was stirred for 1 h and filtered on Celite®. The mixture was diluted with H2O, and aqueous NaHCO3 and the THF was evaporated. The residue was extracted with EtOAc, dried and evaporated to give the title intermediate. Calc'd for C15H24N2O: 248.19. Reactants: CC1=C(C(=O)N(N1C)C=2C=CC=CC2)N (4-Aminoantipyrine), octachloro-octachloro tetrasulfonato Fe(III) porphyrin, I(=O)C1=CC=CC=C1 (iodosobenzene). The solvent is P(=O)([O-])([O-])[O-] (phosphate). Conditions: temperature 0 celsius, time 4 hour. The product is CN1N(C(C(=C1C)NO)=O)C1=CC=CC=C1 (2,3-dimethyl-4-hydroxyamino-1-phenyl-3-pyrazolin-5-one). Yield: 30.0%. As a reaction SMILES: [CH3:1][C:2]1[N:7]([CH3:8])[N:6]([C:9]2[CH:10]=[CH:11][CH:12]=[CH:13][CH:14]=2)[C:4](=[O:5])[C:3]=1[NH2:15].I(C1C=CC=CC=1)=[O:17]>P([O-])([O-])([O-])=O>[CH3:8][N:7]1[C:2]([CH3:1])=[C:3]([NH:15][OH:17])[C:4](=[O:5])[N:6]1[C:9]1[CH:10]=[CH:11][CH:12]=[CH:13][CH:14]=1. Reported procedure: 4-Aminoantipyrine (0.12 mmol, Aldrich) and octachloro-octachloro tetrasulfonato Fe(III) porphyrin (0.6 μmol) were dissolved in 4 ml of pH 7 phosphate buffer and cooled to 0° C. To this was added iodosobenzene (66 mg, 0.3 mmol) was added in portions over 10 min. The reaction was stirred for 4 hr and extracted with 3×2 ml of methylene chloride and dried over Na2CO3. The organic layer was chromatographed over silica gel, eluting with methylene chloride, to yield 2,3-dimethyl-4-hydroxyamino-1-phenyl... Reactants: Cl.OCC=1C=C(C(=NC1)C)O (5-hydroxymethyl-2-methyl-3-pyridinol hydrochloride), [H-].[Na+] (sodium hydride), C(C1=CC=CC=C1)Cl (benzyl chloride). The solvent is CN(C=O)C (dimethylformamide), CN(C=O)C (dimethylformamide). Conditions: time 3 hour. The product is C(C1=CC=CC=C1)OC=1C(=NC=C(C1)CO)C (3-Benzyloxy-5-hydroxymethyl-2-methylpyridine). RXN SMILES: Cl.[OH:2][CH2:3][C:4]1[CH:5]=[C:6]([OH:11])[C:7]([CH3:10])=[N:8][CH:9]=1.[H-].[Na+].[CH2:14](Cl)[C:15]1[CH:20]=[CH:19][CH:18]=[CH:17][CH:16]=1>CN(C)C=O>[CH2:14]([O:11][C:6]1[C:7]([CH3:10])=[N:8][CH:9]=[C:4]([CH2:3][OH:2])[CH:5]=1)[C:15]1[CH:20]=[CH:19][CH:18]=[CH:17][CH:16]=1 |f:0.1,2.3|. Reported procedure: To a solution of 1.7 g. of 5-hydroxymethyl-2-methyl-3-pyridinol hydrochloride in 10 ml. of dimethylformamide was added a solution of 0.9 g. of 50% sodium hydride in 6 ml. of dimethylformamide. The mixture was stirred at room temperature for 3 hours and to the solution was added 1.25 g. of benzyl chloride and additional stirring was continued overnight at room temperature. The reactants are C(C)(=O)O (acetic acid), C(C)OC(/C(/CCCNCC1=CC(=CC=C1)F)=C/C1=CC(=C(C=C1)N1C=NC(=C1)C)OC)=O ((E)-5-(3-fluorobenzylamino)-2-(3-methoxy-4-(4-methyl-1H-imidazol-1-yl)benzylidene)valeric acid ethyl ester), O.C([O-])(O)=O.[Na+] (sodium bicarbonate water), [OH-].[Na+] (sodium hydroxide). Run in C(C)(=O)OCC (ethyl acetate). Conditions: temperature 0 celsius. Product: FC=1C=C(CN2C(/C(/CCC2)=C/C2=CC(=C(C=C2)N2C=NC(=C2)C)OC)=O)C=CC1 ((E)-1-(3-fluorobenzyl)-3-[3-methoxy-4-(4-methyl-1H-imidazol-1-yl)benzylidene]piperidin-2-one). The yield is 28.9%. As a reaction SMILES: C(O)(=O)C.C([O:7][C:8](=O)/[C:9](=[CH:22]/[C:23]1[CH:28]=[CH:27][C:26]([N:29]2[CH:33]=[C:32]([CH3:34])[N:31]=[CH:30]2)=[C:25]([O:35][CH3:36])[CH:24]=1)/[CH2:10][CH2:11][CH2:12][NH:13][CH2:14][C:15]1[CH:20]=[CH:19][CH:18]=[C:17]([F:21])[CH:16]=1)C.[OH-].[Na+].O.C(=O)(O)[O-].[Na+]>C(OCC)(=O)C>[F:21][C:17]1[CH:16]=[C:15]([CH:20]=[CH:19][CH:18]=1)[CH2:14][N:13]1[CH2:12][CH2:11][CH2:10]/[C:9](=[CH:22]\[C:23]2[CH:28]=[CH:27][C:26]([N:29]3[CH:33]=[C:32]([CH3:34])[N:31]=[CH:30]3)=[C:25]([O:35][CH3:36])[CH:24]=2)/[C:8]1=[O:7] |f:2.3,4.5.6|. Procedure details: An acetic acid (3 mL) solution of (E)-5-(3-fluorobenzylamino)-2-(3-methoxy-4-(4-methyl-1H-imidazol-1-yl)benzylidene)valeric acid ethyl ester (81 mg) was heated to reflux overnight. After cooling the reaction solution to 0° C., it was neutralized with 1N sodium hydroxide solution, and then a saturated sodium bicarbonate water and ethyl acetate were added to the reaction solution, and the organic layer was partitioned. After the obtained organic layer was washed with a saturated saline solution, i... Reactants: C(C1=CC=CC=C1)=[N+](CC1=CC=CC=C1)[O-] (N-benzylidenebenzylamine N-oxide), C(=C)P(OCC)(OCC)=O (diethyl vinylphosphonate). The solvent is C1(=CC=CC=C1)C (toluene). The product is C(C1=CC=CC=C1)N1OC(CC1C1=CC=CC=C1)P(=O)(OCC)OCC (2-Benzyl-3-phenyl-5-diethoxyphosphinylisoxazolidine). The yield is 30.6%. Reaction SMILES: [CH:1](=[N+:8]([O-:16])[CH2:9][C:10]1[CH:15]=[CH:14][CH:13]=[CH:12][CH:11]=1)[C:2]1[CH:7]=[CH:6][CH:5]=[CH:4][CH:3]=1.[CH:17]([P:19](=[O:26])([O:23][CH2:24][CH3:25])[O:20][CH2:21][CH3:22])=[CH2:18]>C1(C)C=CC=CC=1>[CH2:1]([N:8]1[CH:9]([C:10]2[CH:15]=[CH:14][CH:13]=[CH:12][CH:11]=2)[CH2:18][CH:17]([P:19]([O:23][CH2:24][CH3:25])([O:20][CH2:21][CH3:22])=[O:26])[O:16]1)[C:2]1[CH:7]=[CH:6][CH:5]=[CH:4][CH:3]=1. Procedure details: A solution of 2.11 g (10 mmol) of N-benzylidenebenzylamine N-oxide and 1.64 g (10 mmol) of diethyl vinylphosphonate in 30 ml of toluene under a nitrogen blanket is heated at reflux temperature for 5 days. The solvent is removed under reduced pressure to give 4.45 g of crude product which is then purified by preparative HPLC (Waters Prep 500A, silica gel, 3:2 heptane:ethyl acetate eluent) to give 1.15 g (31% yield) of a caramel-colored liquid. The reactants are ClC(C(=N)N)(Cl)Cl (trichloroacetamidine), COC(CC(=O)C)=O (methylacetoacetate), C([O-])([O-])=O.[K+].[K+] (potassium carbonate). The solvent is O (water). Run at time 3 day. The product is OC1=NC(=NC(=C1)C)C(Cl)(Cl)Cl (4-Hydroxy-6-Methyl-2-Trichloromethylpyrimidine). Isolated yield 46.0%. RXN SMILES: [Cl:1][C:2]([Cl:7])([Cl:6])[C:3]([NH2:5])=[NH:4].C[O:9][C:10](=O)[CH2:11][C:12]([CH3:14])=O.C(=O)([O-])[O-].[K+].[K+]>O>[OH:9][C:10]1[CH:11]=[C:12]([CH3:14])[N:5]=[C:3]([C:2]([Cl:7])([Cl:6])[Cl:1])[N:4]=1 |f:2.3.4|. Reported procedure: A mixture of 44.4 g (0.28 mole) trichloroacetamidine, 32.0 g (0.28 mole) methylacetoacetate, 37.5 g (0.28 mole) potassium carbonate, and 450 ml water was stirred for 3 days. A trace of solid was removed by filtration and the filtrate was made acidic with hydrochloric acid. The product precipitated out to give 28.9 g (46% yield; mp 173°-174° C.). The structure was confirmed via mp*, infrared and elemental analysis. Starting materials: CC(C)(C)[Mg+], C1CCOC1, [Cl-], [Cl-], O=C1c2ccc(Cl)cc2CCc2cccnc21, [NH4+]. Product: CC(C)(C)c1cnc2c(c1)CCc1cc(Cl)ccc1C2=O. RXN SMILES: [C:19]([CH3:20])([CH3:21])([CH3:22])[Mg+:23].[CH2:26]1[O:27][CH2:28][CH2:29][CH2:30]1.[Cl-:18].[Cl-:24].[Cl:1][c:2]1[cH:3][cH:4][c:5]2[c:6]([cH:17]1)[CH2:7][CH2:8][c:9]1[c:10]([n:11][cH:12][cH:13][cH:14]1)[C:15]2=[O:16].[NH4+:25]>>[Cl:1][c:2]1[cH:3][cH:4][c:5]2[c:6]([cH:17]1)[CH2:7][CH2:8][c:9]1[c:10]([n:11][cH:12][c:13]([C:19]([CH3:20])([CH3:21])[CH3:22])[cH:14]1)[C:15]2=[O:16].